From a dataset of the Open Reaction Database (ORD), a public repository of structured organic reaction records. describe an organic reaction: reactants, conditions, products, and yield Starting materials: C(C)(C)(C)C1=CC=C(C=C1)S(=O)(=O)Cl (4-t-butyl-benzenesulfonyl chloride), NC1=C(C=C(C=C1)Cl)C(=O)C=1N(C=CN1)C ((2-Amino-5-chloro-phenyl)-(1-methyl-1H-imidazol-2-yl)-methanone), N-aryl-benzenesulfonamides. Product: C(C)(C)(C)C1=CC=C(C=C1)S(=O)(=O)NC1=C(C=C(C=C1)Cl)C(=O)C=1N(C=CN1)C (4-tert-Butyl-N-[4-chloro-2-(1-methyl-1H -imidazole-2-carbonyl)-phenyl]-benzenesulfonamide). As a reaction SMILES: [C:1]([C:5]1[CH:10]=[CH:9][C:8]([S:11](Cl)(=[O:13])=[O:12])=[CH:7][CH:6]=1)([CH3:4])([CH3:3])[CH3:2].[NH2:15][C:16]1[CH:21]=[CH:20][C:19]([Cl:22])=[CH:18][C:17]=1[C:23]([C:25]1[N:26]([CH3:30])[CH:27]=[CH:28][N:29]=1)=[O:24]>>[C:1]([C:5]1[CH:10]=[CH:9][C:8]([S:11]([NH:15][C:16]2[CH:21]=[CH:20][C:19]([Cl:22])=[CH:18][C:17]=2[C:23]([C:25]2[N:26]([CH3:30])[CH:27]=[CH:28][N:29]=2)=[O:24])(=[O:13])=[O:12])=[CH:7][CH:6]=1)([CH3:4])([CH3:3])[CH3:2]. Reported procedure: The title compound was prepared using 4-t-butyl-benzenesulfonyl chloride and (2-Amino-5-chloro-phenyl)-(1-methyl-1H-imidazol-2-yl)-methanone following the general procedure described for the preparation of N-aryl-benzenesulfonamides. MS: m/z 452.1 (M++1). The reactants are CS(=O)(=O)Cl, CCN(C(C)C)C(C)C, CC(Nc1nc(Nc2cnccn2)cc(N2CCC(N)C2)n1)c1ccc(F)cc1, C1CCOC1, O. The product is CC(Nc1nc(Nc2cnccn2)cc(N2CCC(NS(C)(=O)=O)C2)n1)c1ccc(F)cc1. RXN SMILES: [CH3:39][S:40]([Cl:41])(=[O:42])=[O:43].[CH:30]([N:31]([CH2:32][CH3:33])[CH:34]([CH3:35])[CH3:36])([CH3:37])[CH3:38].[NH2:1][CH:2]1[CH2:3][N:4]([c:7]2[cH:8][c:9]([NH:23][c:24]3[n:25][cH:26][cH:27][n:28][cH:29]3)[n:10][c:11]([NH:13][CH:14]([CH3:15])[c:16]3[cH:17][cH:18][c:19]([F:22])[cH:20][cH:21]3)[n:12]2)[CH2:5][CH2:6]1.[O:45]1[CH2:46][CH2:47][CH2:48][CH2:49]1.[OH2:44]>>[NH:1]([CH:2]1[CH2:3][N:4]([c:7]2[cH:8][c:9]([NH:23][c:24]3[n:25][cH:26][cH:27][n:28][cH:29]3)[n:10][c:11]([NH:13][CH:14]([CH3:15])[c:16]3[cH:17][cH:18][c:19]([F:22])[cH:20][cH:21]3)[n:12]2)[CH2:5][CH2:6]1)[S:40]([CH3:39])(=[O:42])=[O:43]. Isolated yield 127.3%. Starting materials: FC(C(=O)O)(F)F (Trifluoroacetic acid), CC([C@@H](C(=O)N[C@H](C)C1=CC=CC=C1)NC(=O)[C@@H](CC(=O)OC(C)(C)C)CCCC1=CC(=C(C=C1)OC1=CC=CC=C1)C)(C)C (tert-butyl (3R)-3-({[(1S)-2,2-dimethyl-1-({[(1R)-1-phenylethyl]amino}carbonyl)propyl]amino}carbonyl)-6-(3-methyl-4-phenoxyphenyl)hexanoate). Procedure: Trifluoroacetic acid (2.5 mL) was added dropwise over 5 min to a stirred solution of tert-butyl (3R)-3-({[(1S)-2,2-dimethyl-1-({[(1R)-1-phenylethyl]amino}carbonyl)propyl]amino}carbonyl)-6-(3-methyl-4-phenoxyphenyl)hexanoate (550 mg, 0.9 mmol) in anhydrous dichloromethane (5 mL) under nitrogen at 20° C. The solution was stirred for 1 h and concentrated under reduced pressure. The residue was diluted with hydrochloric acid (2M) and extracted with three portions of ethyl acetate. The combined organ... The product is CC([C@@H](C(=O)N[C@H](C)C1=CC=CC=C1)NC(=O)[C@@H](CC(=O)O)CCCC1=CC(=C(C=C1)OC1=CC=CC=C1)C)(C)C ((3R)-3-({[(1S)-2,2-Dimethyl-1-({[(1R)-1-phenylethyl]amino}carbonyl)propyl]amino}carbonyl)-6-(3-methyl-4-phenoxyphenyl)hexanoic acid). Solvent: ClCCl (dichloromethane). Reaction conditions: time 1 hour. As a reaction SMILES: FC(F)(F)C(O)=O.[CH3:8][C:9]([CH3:52])([CH3:51])[C@H:10]([NH:22][C:23]([C@H:25]([CH2:34][CH2:35][CH2:36][C:37]1[CH:42]=[CH:41][C:40]([O:43][C:44]2[CH:49]=[CH:48][CH:47]=[CH:46][CH:45]=2)=[C:39]([CH3:50])[CH:38]=1)[CH2:26][C:27]([O:29]C(C)(C)C)=[O:28])=[O:24])[C:11]([NH:13][C@@H:14]([C:16]1[CH:21]=[CH:20][CH:19]=[CH:18][CH:17]=1)[CH3:15])=[O:12]>ClCCl>[CH3:51][C:9]([CH3:8])([CH3:52])[C@H:10]([NH:22][C:23]([C@H:25]([CH2:34][CH2:35][CH2:36][C:37]1[CH:42]=[CH:41][C:40]([O:43][C:44]2[CH:45]=[CH:46][CH:47]=[CH:48][CH:49]=2)=[C:39]([CH3:50])[CH:38]=1)[CH2:26][C:27]([OH:29])=[O:28])=[O:24])[C:11]([NH:13][C@@H:14]([C:16]1[CH:17]=[CH:18][CH:19]=[CH:20][CH:21]=1)[CH3:15])=[O:12].